Dataset: the Open Reaction Database (ORD), a public repository of structured organic reaction records. Task: describe an organic reaction: reactants, conditions, products, and yield The reactants are CC1=CC=C(C=C1)S(=O)(=O)O.C[C@H]1N(CCC1)CCCOC1=CC=C(N)C=C1 (4-{3-[(2R)-2-methylpyrrolidin-1-yl]propoxy}aniline 4-methylbenzenesulfonate), ( WO2005/077905 ), C1(CCC1)N1CCC(CC1)OC1=CC=C(N)C=C1 (4-[(1-cyclobutylpiperidin-4-yl)oxy]aniline). Product: C[C@H]1N(CCC1)CCCOC1=CC=C(C=C1)N1CCC(CC1)=O (1-(4-{3-[(2R)-2-methylpyrrolidin-1-yl]propoxy}phenyl)piperidin-4-one). RXN SMILES: CC1C=CC(S(O)(=O)=O)=CC=1.[CH3:12][C@@H:13]1[CH2:17][CH2:16][CH2:15][N:14]1[CH2:18][CH2:19][CH2:20][O:21][C:22]1[CH:28]=[CH:27][C:25]([NH2:26])=[CH:24][CH:23]=1.C1(N2[CH2:38][CH2:37][CH:36]([O:39]C3C=CC(N)=CC=3)[CH2:35][CH2:34]2)CCC1>>[CH3:12][C@@H:13]1[CH2:17][CH2:16][CH2:15][N:14]1[CH2:18][CH2:19][CH2:20][O:21][C:22]1[CH:23]=[CH:24][C:25]([N:26]2[CH2:38][CH2:37][C:36](=[O:39])[CH2:35][CH2:34]2)=[CH:27][CH:28]=1 |f:0.1|. Procedure: The entitled compound was obtained as a brown oily substance, according to the same method as in Reference Example 21 or according to a method similar to it but using 4-{3-[(2R)-2-methylpyrrolidin-1-yl]propoxy}aniline 4-methylbenzenesulfonate produced according to a method described in a patent (WO2005/077905), as the starting compound in place of 4-[(1-cyclobutylpiperidin-4-yl)oxy]aniline. Reactants: CO, Cc1cnc2c([N+](=O)[O-])cccc2n1, [Cl-], [Cl-], [Cl-], [Ti+3]. Product: Cc1cnc2c(N)cccc2n1. Reaction SMILES: [CH3:15][OH:16].[CH3:1][c:2]1[n:3][c:4]2[cH:5][cH:6][cH:7][c:8]([N+:12]([O-:13])=[O:14])[c:9]2[n:10][cH:11]1.[Cl-:17].[Cl-:18].[Cl-:19].[Ti+3:20]>>[CH3:1][c:2]1[n:3][c:4]2[cH:5][cH:6][cH:7][c:8]([NH2:12])[c:9]2[n:10][cH:11]1. Starting materials: C(C)(=O)SCC(=O)N1CC2(C(CCC2=O)=O)C[C@H]1C(=O)O ((8S)-7-[2-(Acetylthio)-1-oxoethyl]-1,4-dioxo-7-azaspiro[4.4]nonane-8-carboxylic acid), N (ammonia). Yields the product SCC(=O)N1CC2(C(CCC2=O)=O)C[C@H]1C(=O)O ((8S)-7-(2-mercapto-1-oxoethyl)-1,4-dioxo-7-azaspiro[4.4]nonane-8-carboxylic acid). Reaction SMILES: C([S:4][CH2:5][C:6]([N:8]1[C@H:18]([C:19]([OH:21])=[O:20])[CH2:17][C:10]2([C:14](=[O:15])[CH2:13][CH2:12][C:11]2=[O:16])[CH2:9]1)=[O:7])(=O)C.N>>[SH:4][CH2:5][C:6]([N:8]1[C@H:18]([C:19]([OH:21])=[O:20])[CH2:17][C:10]2([C:14](=[O:15])[CH2:13][CH2:12][C:11]2=[O:16])[CH2:9]1)=[O:7]. Procedure: The product from part (a) is hydrolyzed with concentrated ammonia according to the procedure of Example 2 to yield (8S)-7-(2-mercapto-1-oxoethyl)-1,4-dioxo-7-azaspiro[4.4]nonane-8-carboxylic acid. The reactants are N1=CC=C(C=C1)C=1N=C(SC1)C1(CCOCC1)CN ((4-(4-(pyridin-4-yl)thiazol-2-yl)tetrahydro-2H-pyran-4-yl)methanamine), FC(C1=NC(=NO1)C=1C=C(C(=O)O)C=CC1)(F)F (3-(5-(trifluoromethyl)-1,2,4-oxadiazol-3-yl)benzoic acid). The product is N1=CC=C(C=C1)C=1N=C(SC1)C1(CCOCC1)CNC(C1=CC(=CC=C1)C1=NOC(=N1)C(F)(F)F)=O (N-((4-(4-(Pyridin-4-yl)thiazol-2-yl)tetrahydro-2H-pyran-4-yl)methyl)-3-(5-(trifluoromethyl)-1,2,4-oxadiazol-3-yl)benzamide). Isolated yield 38.0%. As a reaction SMILES: [N:1]1[CH:6]=[CH:5][C:4]([C:7]2[N:8]=[C:9]([C:12]3([CH2:18][NH2:19])[CH2:17][CH2:16][O:15][CH2:14][CH2:13]3)[S:10][CH:11]=2)=[CH:3][CH:2]=1.[F:20][C:21]([F:37])([F:36])[C:22]1[O:26][N:25]=[C:24]([C:27]2[CH:28]=[C:29]([CH:33]=[CH:34][CH:35]=2)[C:30](O)=[O:31])[N:23]=1>>[N:1]1[CH:6]=[CH:5][C:4]([C:7]2[N:8]=[C:9]([C:12]3([CH2:18][NH:19][C:30](=[O:31])[C:29]4[CH:33]=[CH:34][CH:35]=[C:27]([C:24]5[N:23]=[C:22]([C:21]([F:37])([F:36])[F:20])[O:26][N:25]=5)[CH:28]=4)[CH2:13][CH2:14][O:15][CH2:16][CH2:17]3)[S:10][CH:11]=2)=[CH:3][CH:2]=1. Procedure: This compound was synthesized from (4-(4-(pyridin-4-yl)thiazol-2-yl)tetrahydro-2H-pyran-4-yl)methanamine and 3-(5-(trifluoromethyl)-1,2,4-oxadiazol-3-yl)benzoic acid as described in example 8 step 6 (60 mg, yield 38%): 1H NMR (400 MHz, DMSO-d6) δ 8.82 (t, J=6.3 Hz, 1H), 8.57 (d, J=5.8 Hz, 2H), 8.45 (s, 1H), 8.40 (s, 1H), 8.19 (d, J=7.9 Hz, 1H), 8.05 (d, J=7.9 Hz, 1H), 7.87 (d, J=5.8 Hz, 2H), 7.70 (t, J=7.8 Hz, 1H), 3.87-3.84 (dt, J=12.1 Hz, 3.4 Hz, 2H), 3.59-3.58 (d, J=6.1 Hz, 2H), 3.42 (m, 2H),... The reactants are COC(=O)C1=C(C)NC(C)=C(C(=O)O)C1c1cccc(Cl)c1Cl, CN(C)C=O. As a reaction SMILES: [CH3:1][C:2]1=[C:7]([C:8](=[O:9])[O:10][CH3:11])[CH:6]([c:12]2[c:13]([Cl:19])[c:14]([Cl:18])[cH:15][cH:16][cH:17]2)[C:5]([C:20](=[O:21])[OH:22])=[C:4]([CH3:23])[NH:3]1.[O:24]=[CH:25][N:26]([CH3:27])[CH3:28]>>[CH3:1][C:2]1=[C:7]([C:8](=[O:9])[O:10][CH3:11])[CH:6]([c:12]2[c:13]([Cl:19])[cH:14][cH:15][cH:16][cH:17]2)[C:5]([C:20](=[O:21])[OH:22])=[C:4]([CH3:23])[NH:3]1. The product is COC(=O)C1=C(C)NC(C)=C(C(=O)O)C1c1ccccc1Cl. The reactants are BrCCC (1-bromo-propane), [H-].[Na+] (sodium hydride), oil, [N+](=O)([O-])C1=NNC=C1 (3-Nitro-1H-pyrazole). The solvent is CN(C=O)C (N,N-dimethylformamide), C(C)(=O)OCC (ethyl acetate). Yields the product [N+](=O)([O-])C1=NN(C=C1)CCC (3-nitro-1-propyl-1H-pyrazole). Isolated yield 66.6%. As a reaction SMILES: [N+:1]([C:4]1[CH:8]=[CH:7][NH:6][N:5]=1)([O-:3])=[O:2].[H-].[Na+].Br[CH2:12][CH2:13][CH3:14]>CN(C)C=O.C(OCC)(=O)C>[N+:1]([C:4]1[CH:8]=[CH:7][N:6]([CH2:12][CH2:13][CH3:14])[N:5]=1)([O-:3])=[O:2] |f:1.2|. Reported procedure: 3-Nitro-1H-pyrazole (prepared in example 3, 100 mg, 0.89 mmol) was dissolved in anhydrous N,N-dimethylformamide (4 mL) and a 60% dispersion of sodium hydride in mineral oil (37 mg, 0.93 mmol) was added while stirring under nitrogen. After the effervescence ceased and the mixture was stirred for an additional 10 min, the 1-bromo-propane (91 μL, 1.00 mmol) was added. The mixture was continued to stir under nitrogen for 16 h. The solution was diluted with ethyl acetate (50 mL), washed with water (2... Reactants: O=C(O)c1ccc2c(c1)nc(-c1ccc3nc(-c4cc(Br)ccc4O)ccc3c1)n2C1CCCCC1, CC(=O)c1c(C)nn(-c2ccccc2)c1C, CCO, [K+], [OH-]. Product: Cc1nn(-c2ccccc2)c(C)c1-c1ccc2cc(-c3nc4cc(C(=O)O)ccc4n3C3CCCCC3)ccc2n1. RXN SMILES: [Br:1][c:2]1[cH:3][cH:4][c:5]([OH:6])[c:7](-[c:8]2[n:9][c:10]3[cH:11][cH:12][c:13](-[c:18]4[n:19][c:20]5[c:21]([n:22]4[CH:23]4[CH2:24][CH2:25][CH2:26][CH2:27][CH2:28]4)[cH:29][cH:30][c:31]([C:33](=[O:34])[OH:35])[cH:32]5)[cH:14][c:15]3[cH:16][cH:17]2)[cH:36]1.[CH3:37][c:38]1[n:39][n:40](-[c:47]2[cH:48][cH:49][cH:50][cH:51][cH:52]2)[c:41]([CH3:46])[c:42]1[C:43](=[O:44])[CH3:45].[CH3:55][CH2:56][OH:57].[K+:54].[OH-:53]>>[c:8]1(-[c:42]2[c:38]([CH3:37])[n:39][n:40](-[c:47]3[cH:48][cH:49][cH:50][cH:51][cH:52]3)[c:41]2[CH3:46])[n:9][c:10]2[cH:11][cH:12][c:13](-[c:18]3[n:19][c:20]4[c:21]([n:22]3[CH:23]3[CH2:24][CH2:25][CH2:26][CH2:27][CH2:28]3)[cH:29][cH:30][c:31]([C:33](=[O:34])[OH:35])[cH:32]4)[cH:14][c:15]2[cH:16][cH:17]1.